This data is from the Open Reaction Database (ORD), a public repository of structured organic reaction records. The task is: describe an organic reaction: reactants, conditions, products, and yield Reactants: CS(=O)(=O)C1=NSC(=N1)C1CCCC1 (3-methylsulfonyl-5-cyclopentyl-1,2,4-thiadiazole), C(C#CC)O (2-butyn-1-ol), [H-].[Na+] (sodium hydride). Isolated yield 54.0%. Reaction SMILES: CS([C:5]1[N:9]=[C:8]([CH:10]2[CH2:14][CH2:13][CH2:12][CH2:11]2)[S:7][N:6]=1)(=O)=O.[CH2:15]([OH:19])[C:16]#[C:17][CH3:18].[H-].[Na+]>CN(C)C=O.[Cl-].[Na+].O>[CH:10]1([C:8]2[S:7][N:6]=[C:5]([O:19][CH2:15][C:16]#[C:17][CH3:18])[N:9]=2)[CH2:14][CH2:13][CH2:12][CH2:11]1 |f:2.3,5.6.7|. Solvent: [Cl-].[Na+].O (brine), CN(C=O)C (N,N-dimethylformamide). Procedure: 300 mg of 3-methylsulfonyl-5-cyclopentyl-1,2,4-thiadiazole and 99 mg of 2-butyn-1-ol were dissolved in 3 g of N,N-dimethylformamide, 62 mg of sodium hydride (60% in oil) was added thereto under ice-cooling, and the reaction mixture was stirred for 30 minutes under ice-cooling. Then, the reaction mixture was added to saturated brine, and extracted with t-butyl methyl ether. The organic layer was concentrated under reduced pressure, and the residue obtained was subjected to silica gel column chrom... The product is C1(CCCC1)C1=NC(=NS1)OCC#CC (5-cyclopentyl-3-(2-butynyloxy)-1,2,4-thiadiazole). Reaction conditions: time 30 minute. Reactants: C(=O)([O-])[O-].[Na+].[Na+] (Na2CO3), B(F)(F)F.CCOCC (BF3 Et2O), C(C)[SiH](CC)CC (triethylsilane), C(C)OC(C(C(O)C1=CC=C(C=C1)OCC1=CC=CC=C1)(C)OC1=C(C=CC=C1)F)=O (3-(4-Benzyloxyphenyl)-3-hydroxy-2-(2-fluorophenoxy)-2-methylpropionic acid ethyl ester). Run in C(Cl)Cl (CH2Cl2). Conditions: time 2 hour. Yields the product C(C)OC(C(CC1=CC=C(C=C1)OCC1=CC=CC=C1)(C)OC1=C(C=CC=C1)F)=O (3-(4-benzyloxyphenyl)-2-(2-fluorophenoxy)-2-methylpropionic acid ethyl ester). As a reaction SMILES: [CH2:1]([O:3][C:4](=[O:31])[C:5]([O:23][C:24]1[CH:29]=[CH:28][CH:27]=[CH:26][C:25]=1[F:30])([CH3:22])[CH:6]([C:8]1[CH:13]=[CH:12][C:11]([O:14][CH2:15][C:16]2[CH:21]=[CH:20][CH:19]=[CH:18][CH:17]=2)=[CH:10][CH:9]=1)O)[CH3:2].B(F)(F)F.CCOCC.C([SiH](CC)CC)C.C([O-])([O-])=O.[Na+].[Na+]>C(Cl)Cl>[CH2:1]([O:3][C:4](=[O:31])[C:5]([O:23][C:24]1[CH:29]=[CH:28][CH:27]=[CH:26][C:25]=1[F:30])([CH3:22])[CH2:6][C:8]1[CH:9]=[CH:10][C:11]([O:14][CH2:15][C:16]2[CH:21]=[CH:20][CH:19]=[CH:18][CH:17]=2)=[CH:12][CH:13]=1)[CH3:2] |f:1.2,4.5.6|. Reported procedure: 3-(4-Benzyloxyphenyl)-3-hydroxy-2-(2-fluorophenoxy)-2-methylpropionic acid ethyl ester (9.5 mmol) in anhydrous CH2Cl2 (30 mL) was cooled to 0° C. and treated with BF3-Et2O (1.16 mL, 9.5 mmol) and triethylsilane (1.51 mL, 9.5 mmol). The mixture was stirred for 2 h and gradually warmed to ambient temperature. Saturated aqueous Na2CO3 (15 mL) was added and the mixture was stirred vigorously. The solution was partitioned and the organic layer was washed twice with water and brine, dried over Na2SO4,...